From a dataset of the Open Reaction Database (ORD), a public repository of structured organic reaction records. describe an organic reaction: reactants, conditions, products, and yield Starting materials: ClC1=C(C=CC(=C1)Cl)C(C(=O)OC)C(=O)OC (dimethyl 2-(2,4-dichlorophenyl)malonate), NC1=NNC=C1C(=O)OC (methyl 3-aminopyrazole-4-carboxylate), C(CCC)N(CCCC)CCCC (tri-n-butylamine). Run at temperature 185 celsius, time 3 hour. Yields the product ClC1=C(C=CC(=C1)Cl)C=1C(=NC=2N(C1O)N=CC2C(=O)OC)O (Methyl 6-(2,4-dichlorophenyl)-5,7-dihydroxypyrazolo[1,5-a]pyrimidine-3-carboxylate). As a reaction SMILES: [Cl:1][C:2]1[CH:7]=[C:6]([Cl:8])[CH:5]=[CH:4][C:3]=1[CH:9]([C:14]([O:16]C)=O)[C:10]([O:12]C)=O.[NH2:18][C:19]1[C:23]([C:24]([O:26][CH3:27])=[O:25])=[CH:22][NH:21][N:20]=1.C(N(CCCC)CCCC)CCC>>[Cl:1][C:2]1[CH:7]=[C:6]([Cl:8])[CH:5]=[CH:4][C:3]=1[C:9]1[C:10]([OH:12])=[N:18][C:19]2[N:20]([N:21]=[CH:22][C:23]=2[C:24]([O:26][CH3:27])=[O:25])[C:14]=1[OH:16]. Procedure: 5.5 g of dimethyl 2-(2,4-dichlorophenyl)malonate and 2.8 g of methyl 3-aminopyrazole-4-carboxylate were mixed with 4 g of tri-n-butylamine and stirred at 185° C. for 3 h; the liberated methanol was distilled off during this operation. The mixture was then cooled and excess tri-n-butylamine was removed under reduced pressure. The resulting product was reacted crude, without further purification. The reactants are CCCCCCCCCCCCOS(=O)(=O)[O-].[Na+] (SDS), aldehyde, [SiH4] (silane). Conditions: time 10 minute. Yields the product C(CCCCCCCC)=O (non-aldehyde). RXN SMILES: CCC[CH2:4][CH2:5][CH2:6][CH2:7][CH2:8][CH2:9][CH2:10][CH2:11][CH2:12][O:13]S([O-])(=O)=O.[Na+].[SiH4]>>[CH:12](=[O:13])[CH2:11][CH2:10][CH2:9][CH2:8][CH2:7][CH2:6][CH2:5][CH3:4] |f:0.1|. Procedure: Targets are complementary oligonulceotides labeled with fluorescent dye Cy3. Slides were hybridized with targets in hybridization buffer (2×SSC, 0.1% SDS and complementary target at 100 nM) at room temperature for 1 hr and washed in 2×SSC, 0.1% SDS for 5 min., 0.1×SSC, 0.1% SDS for 10 min., and finally in 0.1×SSC for 1 min. All washings were carried out at room temperature. Results show that the aldehyde slides prepared from photoactivatable silane gave much higher hybridization signal than non-... Reactants: CCOC(=O)c1ccc(C)[nH]1, O=C(Cl)C=Cc1ccc2ccccc2c1. Yields the product CCOC(=O)c1cc(C(=O)C=Cc2ccc3ccccc3c2)c(C)[nH]1. As a reaction SMILES: [CH2:1]([CH3:2])[O:3][C:4](=[O:5])[c:6]1[nH:7][c:8]([CH3:11])[cH:9][cH:10]1.[cH:12]1[c:13]([CH:22]=[CH:23][C:24](=[O:25])[Cl:26])[cH:14][cH:15][c:16]2[cH:17][cH:18][cH:19][cH:20][c:21]12>>[CH2:1]([CH3:2])[O:3][C:4](=[O:5])[c:6]1[nH:7][c:8]([CH3:11])[c:9]([C:24]([CH:23]=[CH:22][c:13]2[cH:12][c:21]3[c:16]([cH:15][cH:14]2)[cH:17][cH:18][cH:19][cH:20]3)=[O:25])[cH:10]1. The reactants are FC=1C=NC(=C(C(=O)O)C1)OC (5-fluoro-2-methoxy-nicotinic acid), S(=O)(Cl)Cl (thionyl chloride). Reaction conditions: time 3 hour. Product: FC=1C=NC(=C(C(=O)Cl)C1)OC (5-fluoro-2-methoxy-nicotinoyl chloride). As a reaction SMILES: [F:1][C:2]1[CH:3]=[N:4][C:5]([O:11][CH3:12])=[C:6]([CH:10]=1)[C:7](O)=[O:8].S(Cl)([Cl:15])=O>>[F:1][C:2]1[CH:3]=[N:4][C:5]([O:11][CH3:12])=[C:6]([CH:10]=1)[C:7]([Cl:15])=[O:8]. Procedure details: In a round bottom flask, 5-fluoro-2-methoxy-nicotinic acid (150, 250 mg, 1.46 mmol) was combined with thionyl chloride (3.00 mL, 41.1 mmol) and the suspension was stirred at room temperature for 3 hours. The reaction was concentrated to dryness under vacuum to provide the desired compound, used in the next step without further purification. The reactants are BrCC(=O)C1=CC=C(C=C1)OCCCN(CC)CC (2-bromo-1-{4-[3-(diethylamino)propoxy]phenyl}ethanone), C(C)N(CCCOC1=CC=C(C=C1)C(C)=O)CC (1-{4-[3-(diethylamino)propoxy]phenyl}ethanone), pyrrolidone hydrotribromide, COC1=CC=C(C2=CC=CC=C12)OC1=CC=C(N)C=C1 (4-(4-methoxy-naphthalen-1-yloxy)aniline), CN(C)C=O (DMF). The solvent is CCOC(=O)C (EtOAc), O (H2O), CO (MeOH). Reaction conditions: temperature 0 celsius, time 1 hour. Yields the product C(CCC)C=1N(C=C(N1)C1=CC=C(C=C1)OCCCC(CC)CC)C1=CC=C(C=C1)OC1=CC=C(C2=CC=CC=C12)OC (2-butyl-4-[4-(4-ethyl-hexyloxy)-phenyl]-1-[4-(4-methoxy-naphthalen-1yl-oxy)-phenyl]-1H-imidazole). RXN SMILES: C(N(CC)[CH2:4][CH2:5][CH2:6][O:7][C:8]1[CH:13]=[CH:12][C:11]([C:14](=O)[CH3:15])=[CH:10][CH:9]=1)C.[CH2:19]1[CH2:24][NH:23][C:21](=O)[CH2:20]1.Br[Br-]Br.[CH3:28][O:29][C:30]1[C:39]2[C:34](=[CH:35][CH:36]=[CH:37][CH:38]=2)[C:33]([O:40][C:41]2[CH:47]=[CH:46][C:44]([NH2:45])=[CH:43][CH:42]=2)=[CH:32][CH:31]=1.[CH3:48]N(C=O)C.Br[CH2:54][C:55]([C:57]1C=CC(OCCCN(CC)CC)=[CH:59][CH:58]=1)=O>CO.O.CCOC(C)=O>[CH2:19]([C:24]1[N:45]([C:44]2[CH:43]=[CH:42][C:41]([O:40][C:33]3[C:34]4[C:39](=[CH:38][CH:37]=[CH:36][CH:35]=4)[C:30]([O:29][CH3:28])=[CH:31][CH:32]=3)=[CH:47][CH:46]=2)[CH:15]=[C:14]([C:11]2[CH:10]=[CH:9][C:8]([O:7][CH2:6][CH2:5][CH2:4][CH:57]([CH2:58][CH3:59])[CH2:55][CH3:54])=[CH:13][CH:12]=2)[N:23]=1)[CH2:20][CH2:21][CH3:48] |f:1.2|. Procedure: To a stirred solution of 1-{4-[3-(diethylamino)propoxy]phenyl}ethanone (2.3 mmol) in anhydrous MeOH (5 mL) at 0° C., pyrrolidone hydrotribromide (1.2 eq., 2.7 mmol) was added, according to General Procedure R1. The reaction mixture was stirred under nitrogen at 0° C. for 1 h and was allowed to warm to rt until completion, as indicated by TLC or HPLC. The solvent was then removed in vacuuo and the crude 2-bromo-1-{4-[3-(diethylamino)propoxy]phenyl}ethanone was used for further transformation. To ... Starting materials: ClC1=C(C(=O)N)C(=CC(=C1)C)Cl (2,6-dichloro-4-methylbenzamide), N(=O)[O-].[Na+] (sodium nitrite). The solvent is C(C)(=O)O (acetic acid), O (water). Reaction conditions: temperature 5 celsius, time 30 minute. Yields the product ClC1=C(C(=O)O)C(=CC(=C1)C)Cl (2,6-dichloro-4-methylbenzoic acid). Isolated yield 82.7%. Reaction SMILES: [Cl:1][C:2]1[CH:10]=[C:9]([CH3:11])[CH:8]=[C:7]([Cl:12])[C:3]=1[C:4](N)=[O:5].N([O-])=[O:14].[Na+]>C(O)(=O)C.O>[Cl:1][C:2]1[CH:10]=[C:9]([CH3:11])[CH:8]=[C:7]([Cl:12])[C:3]=1[C:4]([OH:14])=[O:5] |f:1.2|. Procedure: A stirred 0° C. solution of 2,6-dichloro-4-methylbenzamide (8.6 g, 42. mmol) in 2:1 (v/v) acetic acid-concentrated hydrochloric acid (165 ml) was treated dropwise with a solution of sodium nitrite (19.0 g, 275 mmol) in water (42 ml). The mixture was stirred 30 minutes at 5° C., slowly warmed to 85° C., and kept 1 hour. The mixture was cooled, concentrated under vacuum, and treated with cold water (50 ml). The product was filtered, washed twice with cold water, and dried 16 hours at 50° C. over p... Starting materials: ClCc1ccccn1, CC(=O)NCC(C)Oc1cccc2ncnc(Nc3ccc(O)c(C)c3)c12. Product: CC(=O)NCC(C)Oc1cccc2ncnc(Nc3ccc(OCc4ccccn4)c(C)c3)c12. RXN SMILES: [Cl:1][CH2:2][c:3]1[n:4][cH:5][cH:6][cH:7][cH:8]1.[OH:9][c:10]1[c:11]([CH3:35])[cH:12][c:13]([NH:16][c:17]2[n:18][cH:19][n:20][c:21]3[cH:22][cH:23][cH:24][c:25]([O:27][CH:28]([CH2:29][NH:30][C:31]([CH3:32])=[O:33])[CH3:34])[c:26]23)[cH:14][cH:15]1>>[CH2:2]([c:3]1[n:4][cH:5][cH:6][cH:7][cH:8]1)[O:9][c:10]1[c:11]([CH3:35])[cH:12][c:13]([NH:16][c:17]2[n:18][cH:19][n:20][c:21]3[cH:22][cH:23][cH:24][c:25]([O:27][CH:28]([CH2:29][NH:30][C:31]([CH3:32])=[O:33])[CH3:34])[c:26]23)[cH:14][cH:15]1.